This data is from the Open Reaction Database (ORD), a public repository of structured organic reaction records. The task is: describe an organic reaction: reactants, conditions, products, and yield Reactants: BrC=1SC=C(N1)NC(C(F)(F)F)=O (2-bromo-4-trifluoroacetamidothiazole), O.O.O.C(C)(=O)[O-].[Na+] (sodium acetate, trihydrate), heavy white crystals. Reported procedure: A mixture of 50 g. (0.182 mole) of 2-bromo-4-trifluoroacetamidothiazole 36.5 g. (0.268 mole) of sodium acetate, trihydrate and 16.6 g. of 10% palladium on carbon in 1.5 l. of absolute ethanol is hydrogenated at 1 atmosphere over 18 hours at room temperature. The catalyst is filtered off and washed well with ethanol. The filtrate is evaporated to dryness and the residue extracted several times with warm methylene chloride. The combined extracts are evaporated to dryness and the residue crystalliz... Reagents/catalysts: [Pd] (palladium on carbon). Yields the product FC(C(=O)NC=1N=CSC1)(F)F (4-Trifluoroacetamidothiazole). As a reaction SMILES: Br[C:2]1[S:3][CH:4]=[C:5]([NH:7][C:8](=[O:13])[C:9]([F:12])([F:11])[F:10])[N:6]=1.O.O.O.C([O-])(=O)C.[Na+]>[Pd].C(O)C>[F:12][C:9]([F:10])([F:11])[C:8]([NH:7][C:5]1[N:6]=[CH:2][S:3][CH:4]=1)=[O:13] |f:1.2.3.4.5|. Run in C(C)O (ethanol). Starting materials: Intermediate 38, C(CCC)OC1=NC(=C2N=C(N(C2=N1)CCCCCCl)OC)N (2-(butyloxy)-9-(5-chloropentyl)-8-(methyloxy)-9H-purin-6-amine), N1CCCCCCC1 (octahydroazocine). As a reaction SMILES: [CH2:1]([O:5][C:6]1[N:14]=[C:13]2[C:9]([N:10]=[C:11]([O:21][CH3:22])[N:12]2[CH2:15][CH2:16][CH2:17][CH2:18][CH2:19]Cl)=[C:8]([NH2:23])[N:7]=1)[CH2:2][CH2:3][CH3:4].[NH:24]1[CH2:31][CH2:30][CH2:29][CH2:28][CH2:27][CH2:26][CH2:25]1>>[CH2:1]([O:5][C:6]1[N:14]=[C:13]2[C:9]([N:10]=[C:11]([O:21][CH3:22])[N:12]2[CH2:15][CH2:16][CH2:17][CH2:18][CH2:19][N:24]2[CH2:31][CH2:30][CH2:29][CH2:28][CH2:27][CH2:26][CH2:25]2)=[C:8]([NH2:23])[N:7]=1)[CH2:2][CH2:3][CH3:4]. Procedure: Prepared similarly to Intermediate 38 from 2-(butyloxy)-9-(5-chloropentyl)-8-(methyloxy)-9H-purin-6-amine and octahydroazocine. The product is C(CCC)OC1=NC(=C2N=C(N(C2=N1)CCCCCN1CCCCCCC1)OC)N (2-(Butyloxy)-9-[5-(hexahydro-1(2H)-azocinyl)pentyl]-8-(methyloxy)-9H-purin-6-amine). Starting materials: Cl (Hydrogen chloride), solution, [OH-].[Li+] (lithium hydroxide), ClC1=C(NC(=C1Cl)C)C(=O)NC1CCN(CC1)C1C[C@H](NC1)C(=O)OC (Methyl 4-(4-{[(3,4-dichloro-5-methyl-1H-pyrrol-2-yl)carbonyl]amino}piperidin-1-yl)-L-prolinate). Run in C(C)#N (acetonitrile), O (water). Reaction conditions: temperature 70 celsius. Yields the product ClC1=C(NC(=C1Cl)C)C(=O)NC1CCN(CC1)C1C[C@H](NC1)C(=O)O (4-(4-{[(3,4-Dichloro-5-methyl-1H-pyrrol-2-yl)carbonyl]amino}piperidin-1-yl)-L-proline). The yield is 49.9%. RXN SMILES: [OH-].[Li+].[Cl:3][C:4]1[C:8]([Cl:9])=[C:7]([CH3:10])[NH:6][C:5]=1[C:11]([NH:13][CH:14]1[CH2:19][CH2:18][N:17]([CH:20]2[CH2:24][NH:23][C@H:22]([C:25]([O:27]C)=[O:26])[CH2:21]2)[CH2:16][CH2:15]1)=[O:12].Cl>C(#N)C.O>[Cl:3][C:4]1[C:8]([Cl:9])=[C:7]([CH3:10])[NH:6][C:5]=1[C:11]([NH:13][CH:14]1[CH2:15][CH2:16][N:17]([CH:20]2[CH2:24][NH:23][C@H:22]([C:25]([OH:27])=[O:26])[CH2:21]2)[CH2:18][CH2:19]1)=[O:12] |f:0.1|. Procedure: A 2 N solution of lithium hydroxide was heated to 70° C. Methyl 4-(4-{[(3,4-dichloro-5-methyl-1H-pyrrol-2-yl)carbonyl]amino}piperidin-1-yl)-L-prolinate (Example 52, 0.081 g, 0.20 mM) in acetonitrile (1.1 ml) and water (0.4 ml) was added to the solution and stirred at 70° C. for ten minutes then ambient temperature for twenty minutes. 1 N Hydrogen chloride was added and a minor impurity was extracted using EtOAc. The aqueous layer was lyophilized to give an orange solid that was purified by HPLC ... Reactants: BrC=1C(=NC=C(C(=O)NC2=CC(=C(C=C2)OC(F)(F)F)F)C1)Cl (5-bromo-6-chloro-N-(3-fluoro-4-(trifluoromethoxy)phenyl)nicotinamide), N1C[C@@H](CC1)O ((R)-pyrrolidin-3-ol). Yields the product BrC=1C(=NC=C(C(=O)NC2=CC(=C(C=C2)OC(F)(F)F)F)C1)N1C[C@@H](CC1)O ((R)-5-Bromo-N-(3-fluoro-4-(trifluoromethoxy)phenyl)-6-(3-hydroxypyrrolidin-1-yl)nicotinamide). Reaction SMILES: [Br:1][C:2]1[C:3](Cl)=[N:4][CH:5]=[C:6]([CH:22]=1)[C:7]([NH:9][C:10]1[CH:15]=[CH:14][C:13]([O:16][C:17]([F:20])([F:19])[F:18])=[C:12]([F:21])[CH:11]=1)=[O:8].[NH:24]1[CH2:28][CH2:27][C@@H:26]([OH:29])[CH2:25]1>>[Br:1][C:2]1[C:3]([N:24]2[CH2:28][CH2:27][C@@H:26]([OH:29])[CH2:25]2)=[N:4][CH:5]=[C:6]([CH:22]=1)[C:7]([NH:9][C:10]1[CH:15]=[CH:14][C:13]([O:16][C:17]([F:20])([F:19])[F:18])=[C:12]([F:21])[CH:11]=1)=[O:8]. Procedure: The title compound was prepared in an analogous fashion to that described in Stage 33.1 using 5-bromo-6-chloro-N-(3-fluoro-4-(trifluoromethoxy)phenyl)nicotinamide (Stage 198.2) and (R)-pyrrolidin-3-ol to afford an off-white crystalline solid. HPLC (Condition 4) tR=5.82 min, UPLC-MS (Condition 3) tR=1.17 min, m/z=464.1 [M+H]+. Reactants: CC1(OC(CC1)COC1=CC=C(C=C1)CC(=O)C)C(=O)N (methyl 5-[4-acetonylphenoxymethyl]tetrahydrofuran-2-carboxamide), OC(CN)C1=CC(=CC=C1)Cl (2-hydroxy-2-(3-chlorophenyl)ethanamine). The product is CC1(OC(CC1)COC1=CC=C(C=C1)CC(C)NCC(C1=CC(=CC=C1)Cl)O)C(=O)N (Methyl 5-[4-[2-[(3-chloro-β-hydroxyphenethyl)amino] propyl]phenoxymethyl]tetrahydrofuran-2-carboxamide). Reaction SMILES: [CH3:1][C:2]1([C:19]([NH2:21])=[O:20])[CH2:6][CH2:5][CH:4]([CH2:7][O:8][C:9]2[CH:14]=[CH:13][C:12]([CH2:15][C:16]([CH3:18])=O)=[CH:11][CH:10]=2)[O:3]1.[OH:22][CH:23]([C:26]1[CH:31]=[CH:30][CH:29]=[C:28]([Cl:32])[CH:27]=1)[CH2:24][NH2:25]>>[CH3:1][C:2]1([C:19]([NH2:21])=[O:20])[CH2:6][CH2:5][CH:4]([CH2:7][O:8][C:9]2[CH:14]=[CH:13][C:12]([CH2:15][CH:16]([NH:25][CH2:24][CH:23]([OH:22])[C:26]3[CH:31]=[CH:30][CH:29]=[C:28]([Cl:32])[CH:27]=3)[CH3:18])=[CH:11][CH:10]=2)[O:3]1. Procedure: Methyl 5-[4-[2-[(3-chloro-β-hydroxyphenethyl)amino] propyl]phenoxymethyl]tetrahydrofuran-2-carboxamide was prepared from methyl 5-[4-acetonylphenoxymethyl]tetrahydrofuran-2-carboxamide and 2-hydroxy-2-(3-chlorophenyl)ethanamine in an analogous manner to the compound described in Example 50. The reactants are CC12C=CNC=CC3=C1CCC1=C3CC(N1)C2C (6,12-dimethyl-1,2,3,4,5,6-hexahydro-2,6-methano-9H-pyrrolo[2,3-j][3]benzazocine), CN(C=O)C (dimethylformamide), C(C)(C)N(CC)C(C)C (diisopropylethyl amine), C1(CC1)CBr (Cyclopropylmethyl bromide). The solvent is O (water), C(C)(=O)OCC (ethyl acetate). Product: C1(CC1)CN1C2CC3=C1CCC=1C(C=CNC=CC13)(C2C)C (3-Cyclopropylmethyl-6,12-dimethyl-1,2,3,4,5,6-hexahydro-2,6-methano-9H-pyrrolo[2,3-j][3]benzazocine). The yield is 59.0%. As a reaction SMILES: [CH3:1][C:2]12[CH:17]([CH3:18])[CH:15]3[NH:16][C:12]4=[C:13]([CH2:14]3)[C:8](=[C:9]1[CH2:10][CH2:11]4)[CH:7]=[CH:6][NH:5][CH:4]=[CH:3]2.CN(C)C=O.C(N(C(C)C)CC)(C)C.[CH:33]1([CH2:36]Br)[CH2:35][CH2:34]1>O.C(OCC)(=O)C>[CH:33]1([CH2:36][N:16]2[C:12]3[CH2:11][CH2:10][C:9]4[C:2]5([CH3:1])[CH:17]([CH3:18])[CH:15]2[CH2:14][C:13]=3[C:8]=4[CH:7]=[CH:6][NH:5][CH:4]=[CH:3]5)[CH2:35][CH2:34]1. Procedure details: To a stirred solution of 2.05 g of 6,12-dimethyl-1,2,3,4,5,6-hexahydro-2,6-methano-9H-pyrrolo[2,3-j][3]benzazocine and 37 ml of dimethylformamide was added 2.23 ml of diisopropylethyl amine. Cyclopropylmethyl bromide (0.91 ml) was added, under nitrogen, and the reaction mixture was heated at 73°-75° C. for 3.75 hr. The mixture was cooled to room temperature and poured into ethyl acetate and water. The layers were separated and the aqueous layer was extracted with ethyl acetate and ether. The com...